From a dataset of the Open Reaction Database (ORD), a public repository of structured organic reaction records. describe an organic reaction: reactants, conditions, products, and yield Reactants: ice, [BH4-].[Na+] (NaBH4), C(=O)(O)[O-].[Na+] (NaHCO3), N([C@@H](C)C(=O)N[C@@H](C)C(=O)N[C@@H](C)C(=O)O)C(=O)OCC1=CC=CC=C1 (Z-Ala-Ala-AlaOH), CN1CCOCC1 (NMM). The solvent is O (H2O), C1CCOC1.CN(C)C=O (THF DMF). Reaction conditions: temperature 0 celsius, time 15 minute. The product is N([C@@H](C)C(=O)N[C@@H](C)C(=O)N[C@@H](C)CO)C(=O)OCC1=CC=CC=C1 (Z-Ala-Ala-AlaCH2OH). The yield is 24.4%. As a reaction SMILES: [NH:1]([C:17]([O:19][CH2:20][C:21]1[CH:26]=[CH:25][CH:24]=[CH:23][CH:22]=1)=[O:18])[C@H:2]([C:4]([NH:6][C@H:7]([C:9]([NH:11][C@H:12]([C:14](O)=[O:15])[CH3:13])=[O:10])[CH3:8])=[O:5])[CH3:3].CN1CCOCC1.[BH4-].[Na+].C([O-])(O)=O.[Na+]>C1COCC1.CN(C=O)C.O>[NH:1]([C:17]([O:19][CH2:20][C:21]1[CH:22]=[CH:23][CH:24]=[CH:25][CH:26]=1)=[O:18])[C@H:2]([C:4]([NH:6][C@H:7]([C:9]([NH:11][C@H:12]([CH2:14][OH:15])[CH3:13])=[O:10])[CH3:8])=[O:5])[CH3:3] |f:2.3,4.5,6.7|. Reported procedure: To 5 g (0.014 mol) of Z-Ala-Ala-AlaOH dissolved in THF/DMF 1:1 (50 mL) at −10° C. under a N2 atmosphere were added 1.6 mL (0.014 mol) NMM and 1.9 mL (0.014 mol) IBCF. The reaction mixture was stirred 15 minutes, filtered, and the filtrate added slowly to an ice-cold solution of NaBH4 (1.4 g, 0.037 mol) in H2O (3 mL) and stirred 1 hour at ice-bath temperature and 1 hour at room temperature. The reaction mixture was cooled to 0° C. and treated with saturated NaHCO3 solution, extracted with EtOAc, ... Starting materials: CC1=C2C(=CNC2=CC=C1)C=O (4-methyl-1H-indole-3-carbaldehyde), [H-].[Na+] (NaH), C(C)I (ethyl iodide). The solvent is ClCCl (dichloromethane), CN(C)C=O (DMF). Conditions: time 8 hour. Yields the product C(C)N1C=C(C2=C(C=CC=C12)C)C=O (1-ethyl-4-methyl-1H-indole-3-carbaldehyde). Isolated yield 62.9%. As a reaction SMILES: [CH3:1][C:2]1[CH:10]=[CH:9][CH:8]=[C:7]2[C:3]=1[C:4]([CH:11]=[O:12])=[CH:5][NH:6]2.[H-].[Na+].[CH2:15](I)[CH3:16]>CN(C=O)C.ClCCl>[CH2:15]([N:6]1[C:7]2[C:3](=[C:2]([CH3:1])[CH:10]=[CH:9][CH:8]=2)[C:4]([CH:11]=[O:12])=[CH:5]1)[CH3:16] |f:1.2|. Procedure details: To a solution of 4-methyl-1H-indole-3-carbaldehyde (150 mg. 0.942 mmol) in dry DMF (1 mL) was added NaH (26 mg, 1.08 mmol) in 3 portions. When the evolution of gas was complete, the reaction vial was sealed and agitated for 5 m, after which time ethyl iodide (0.086 mL, 1.1 mmol) was added and agitation was continued overnight. The mixture was diluted with dichloromethane (10 mL), washed with water (2×5 mL), and brine (5 mL), dried and concentrated. This mixture was purified by flash chromatograp...